This data is from the Open Reaction Database (ORD), a public repository of structured organic reaction records. The task is: describe an organic reaction: reactants, conditions, products, and yield Reactants: ClC=1C=C(C=CC1Cl)[C@@H]1CN(C[C@H]1NC1CC1)C(=O)C1CCN(CC1)C(=O)C1(CC1)C (rac-[(3R,4S)-3-(3,4-Dichloro-phenyl)-4-cyclopropylamino-pyrrolidin-1-yl]-[1-(1-methyl-cyclopropanecarbonyl)-piperidin-4-yl]-methanone), ClC(=O)OC1=CC=C(C=C1)F (4-fluorophenyl chloroformate). Product: FC1=CC=C(C=C1)OC(N(C1CC1)[C@@H]1CN(C[C@H]1C1=CC(=C(C=C1)Cl)Cl)C(=O)C1CCN(CC1)C(=O)C1(CC1)C)=O (rac-{(3S,4R)-4-(3,4-dichloro-phenyl)-1-[1-(1-methyl cyclopropanecarbonyl)-piperidine-4-carbonyl]-pyrrolidin-3-yl}-cyclopropyl-carbamic acid 4-fluoro-phenyl ester). RXN SMILES: [Cl:1][C:2]1[CH:3]=[C:4]([C@H:9]2[C@H:13]([NH:14][CH:15]3[CH2:17][CH2:16]3)[CH2:12][N:11]([C:18]([CH:20]3[CH2:25][CH2:24][N:23]([C:26]([C:28]4([CH3:31])[CH2:30][CH2:29]4)=[O:27])[CH2:22][CH2:21]3)=[O:19])[CH2:10]2)[CH:5]=[CH:6][C:7]=1[Cl:8].Cl[C:33]([O:35][C:36]1[CH:41]=[CH:40][C:39]([F:42])=[CH:38][CH:37]=1)=[O:34]>>[F:42][C:39]1[CH:40]=[CH:41][C:36]([O:35][C:33](=[O:34])[N:14]([C@H:13]2[C@H:9]([C:4]3[CH:5]=[CH:6][C:7]([Cl:8])=[C:2]([Cl:1])[CH:3]=3)[CH2:10][N:11]([C:18]([CH:20]3[CH2:25][CH2:24][N:23]([C:26]([C:28]4([CH3:31])[CH2:30][CH2:29]4)=[O:27])[CH2:22][CH2:21]3)=[O:19])[CH2:12]2)[CH:15]2[CH2:16][CH2:17]2)=[CH:37][CH:38]=1. Reported procedure: In analogy to the procedure described for the synthesis of example 1 (step h), the title compound rac-{(3S,4R)-4-(3,4-dichloro-phenyl)-1-[1-(1-methyl cyclopropanecarbonyl)-piperidine-4-carbonyl]-pyrrolidin-3-yl}-cyclopropyl-carbamic acid 4-fluoro-phenyl ester was prepared from rac-[(3R,4S)-3-(3,4-Dichloro-phenyl)-4-cyclopropylamino-pyrrolidin-1-yl]-[1-(1-methyl-cyclopropanecarbonyl)-piperidin-4-yl]-methanone instead of rac-{4-[(3S,4R)-3-(3,4-dichloro-phenyl)-4-methylamino-pyrrolidine-1-carbonyl]... Reactants: CNC(=O)C12CC1C(n1cnc3c(NCc4cccc(C#CCCCc5cn(-c6ccc(F)c([N+](=O)[O-])c6)nn5)c4)nc(Cl)nc31)C(O)C2O, CC#N, [Zn]. Product: CNC(=O)C12CC1C(n1cnc3c(NCc4cccc(C#CCCCc5cn(-c6ccc(F)c(N)c6)nn5)c4)nc(Cl)nc31)C(O)C2O. RXN SMILES: [CH3:1][NH:2][C:3](=[O:4])[C:5]12[CH:6]([OH:50])[CH:7]([OH:49])[CH:8]([n:11]3[c:12]4[n:13][c:14]([Cl:48])[n:15][c:16]([NH:20][CH2:21][c:22]5[cH:23][c:24]([C:28]#[C:29][CH2:30][CH2:31][CH2:32][c:33]6[n:34][n:35][n:36](-[c:38]7[cH:39][c:40]([N+:45]([O-:46])=[O:47])[c:41]([F:44])[cH:42][cH:43]7)[cH:37]6)[cH:25][cH:26][cH:27]5)[c:17]4[n:18][cH:19]3)[CH:9]1[CH2:10]2.[CH3:51][C:52]#[N:53].[Zn:54]>>[CH3:1][NH:2][C:3](=[O:4])[C:5]12[CH:6]([OH:50])[CH:7]([OH:49])[CH:8]([n:11]3[c:12]4[n:13][c:14]([Cl:48])[n:15][c:16]([NH:20][CH2:21][c:22]5[cH:23][c:24]([C:28]#[C:29][CH2:30][CH2:31][CH2:32][c:33]6[n:34][n:35][n:36](-[c:38]7[cH:39][c:40]([NH2:45])[c:41]([F:44])[cH:42][cH:43]7)[cH:37]6)[cH:25][cH:26][cH:27]5)[c:17]4[n:18][cH:19]3)[CH:9]1[CH2:10]2. The reactants are CCOC(CBr)OCC, Cc1ccccc1, [H-], Nc1ccccn1, [Na+]. The product is CCOC(CNc1ccccn1)OCC. RXN SMILES: [CH2:10]([CH3:11])[O:12][CH:13]([CH2:14][Br:15])[O:16][CH2:17][CH3:18].[CH3:19][c:20]1[cH:21][cH:22][cH:23][cH:24][cH:25]1.[H-:8].[NH2:1][c:2]1[n:3][cH:4][cH:5][cH:6][cH:7]1.[Na+:9]>>[NH:1]([c:2]1[n:3][cH:4][cH:5][cH:6][cH:7]1)[CH2:14][CH:13]([O:12][CH2:10][CH3:11])[O:16][CH2:17][CH3:18]. Reactants: CO, COC(=O)C(NC(=O)N(C)Cc1ccccc1)C(C)C, [Li+], [Na+], C1CCOC1, [OH-], O=C([O-])O. Product: CC(C)C(NC(=O)N(C)Cc1ccccc1)C(=O)O. Reaction SMILES: [CH3:33][OH:34].[CH3:3][CH:4]([CH:5]([C:6](=[O:7])[O:8][CH3:9])[NH:10][C:11](=[O:12])[N:13]([CH2:14][c:15]1[cH:16][cH:17][cH:18][cH:19][cH:20]1)[CH3:21])[CH3:22].[Li+:1].[Na+:23].[O:28]1[CH2:29][CH2:30][CH2:31][CH2:32]1.[OH-:2].[OH:24][C:25](=[O:26])[O-:27]>>[CH3:3][CH:4]([CH:5]([C:6](=[O:7])[OH:8])[NH:10][C:11](=[O:12])[N:13]([CH2:14][c:15]1[cH:16][cH:17][cH:18][cH:19][cH:20]1)[CH3:21])[CH3:22]. Starting materials: C(C)(C)OC1=CC=C(OC=2SC=CN2)C=C1 (2-(4-isopropoxyphenoxy)-1,3-thiazole), C(CCC)[Li] (n-butyl lithium), CCCCCC (hexane), II (iodine), S(=S)(=O)([O-])[O-].[Na+].[Na+] (sodium thiosulfate). Run in O1CCCC1 (tetrahydrofuran), C(C)(=O)OCC (ethyl acetate). Conditions: time 2 hour. Yields the product IC1=CN=C(S1)OC1=CC=C(C=C1)OC(C)C (5-iodo-2-(4-isopropoxyphenoxy)-1,3-thiazole). Reaction SMILES: [CH:1]([O:4][C:5]1[CH:16]=[CH:15][C:8]([O:9][C:10]2[S:11][CH:12]=[CH:13][N:14]=2)=[CH:7][CH:6]=1)([CH3:3])[CH3:2].C([Li])CCC.CCCCCC.[I:28]I.S([O-])([O-])(=O)=S.[Na+].[Na+]>O1CCCC1.C(OCC)(=O)C>[I:28][C:12]1[S:11][C:10]([O:9][C:8]2[CH:15]=[CH:16][C:5]([O:4][CH:1]([CH3:3])[CH3:2])=[CH:6][CH:7]=2)=[N:14][CH:13]=1 |f:4.5.6|. Procedure details: To a solution of the product from Example 7A (1.52 g, 6.5 mmole) in tetrahydrofuran (80 mL) at −78° C. was added a solution of 2.5M n-butyl lithium in hexane (2.84 mL, 7.1 mmole) and stirred for 2 hours. Solid iodine (1.80 g, 7.1 mmole) was added and the mixture was allowed to warm up to room temperature for an hour. The reaction mixture was diluted with ethyl acetate and added an aqueous solution of 10% sodium thiosulfate. The ethyl acetate layer was dried over magnesium sulfate, dried over mag... The reactants are CC(C)(C)C(=O)Nc1ccc(C(F)(F)F)cc1, CCCCCC, CI, C1CCOC1, O. The product is Cc1cc(C(F)(F)F)ccc1NC(=O)C(C)(C)C. RXN SMILES: [CH3:1][C:2]([C:3](=[O:4])[NH:5][c:6]1[cH:7][cH:8][c:9]([C:12]([F:13])([F:14])[F:15])[cH:10][cH:11]1)([CH3:16])[CH3:17].[CH3:26][CH2:27][CH2:28][CH2:29][CH2:30][CH3:31].[I:23][CH3:24].[O:18]1[CH2:19][CH2:22][CH2:21][CH2:20]1.[OH2:25]>>[CH3:1][C:2]([C:3](=[O:4])[NH:5][c:6]1[c:7]([CH3:19])[cH:8][c:9]([C:12]([F:13])([F:14])[F:15])[cH:10][cH:11]1)([CH3:16])[CH3:17]. Starting materials: C1(OCCCO1)=O (Trimethylene carbonate), C(COCCO)O (diethylene glycol), C1CN2CCN1CC2 (Dabco), C[C@H]1C(=O)O[C@H](C(=O)O1)C (l-lactide). Reagents/catalysts: stannous 2-ethylhexanoate. Conditions: temperature 188 celsius, time 2 hour. Product: C[C@H]1C(=O)O[C@H](C(=O)O1)C.C1(OCCCO1)=O (L-Lactide Trimethylene Carbonate). RXN SMILES: [C:1]1(=[O:7])[O:6][CH2:5][CH2:4][CH2:3][O:2]1.C(O)COCCO.C1N2CCN(CC2)C1.[CH3:23][C@@H:24]1[O:31][C:29](=[O:30])[C@H:28]([CH3:32])[O:27][C:25]1=[O:26]>>[CH3:23][C@@H:24]1[O:31][C:29](=[O:30])[C@H:28]([CH3:32])[O:27][C:25]1=[O:26].[C:1]1(=[O:7])[O:6][CH2:5][CH2:4][CH2:3][O:2]1 |f:4.5|. Reported procedure: Polymerization grade 1,3-dioxan-2-one (trimethylene carbonate, hereafter abbreviated TMC) (97.5 g, 0.995 mole), diethylene glycol (hereafter abbreviated DEG) (4.20×10-2 g, 4.0×10-4 mole), and Dabco T-9 catalyst (a stannous 2-ethylhexanoate catalyst formulation sold by Air Products, Inc., hereafter abbreviated T-9) (1.35×10-2 g, 3.3×10-5 moles) were combined in a stirred reactor at 182° C. The temperature was raised to 188° C. and the mixture was stirred for 11/2 hours at this temperature. Polyme...